From a dataset of the Open Reaction Database (ORD), a public repository of structured organic reaction records. describe an organic reaction: reactants, conditions, products, and yield Starting materials: OCCNC1=C2C(=NC(=C1)C)C=NN2 (7-(2-hydroxyethylamino)-5-methyl-1H-pyrazolo[4,3-b]pyridine), C(CC)(=O)Cl (propionyl chloride). Product: C(CC)(=O)OCCNC1=C2C(=NC(=C1)C)C=NN2 (7-[2-Propionyloxyethylamino]-5-methyl-1H-pyrazolo[4,3-b]pyridine), solid. Isolated yield 66.0%. As a reaction SMILES: [OH:1][CH2:2][CH2:3][NH:4][C:5]1[CH:10]=[C:9]([CH3:11])[N:8]=[C:7]2[CH:12]=[N:13][NH:14][C:6]=12.[C:15](Cl)(=[O:18])[CH2:16][CH3:17]>>[C:15]([O:1][CH2:2][CH2:3][NH:4][C:5]1[CH:10]=[C:9]([CH3:11])[N:8]=[C:7]2[CH:12]=[N:13][NH:14][C:6]=12)(=[O:18])[CH2:16][CH3:17]. Reported procedure: The title compound was prepared from 7-(2-hydroxyethylamino)-5-methyl-1H-pyrazolo[4,3-b]pyridine (2 g) and propionyl chloride by the method of Example 4. After purification by column chromatography on basic alumina with ethyl acetate and then a rising percentage of methanol as eluant the title compound was obtained as a white solid (1.7 g, 66%), m.p. 187°-190° C. Procedure details: The title compound was prepared according to the procedure described in Example-3 using 5-(2-chloro-6-fluorophenyl)-2-(4-ethynylphenyl)-2,4-dihydro-3H-1,2,4-triazol-3-one (Intermediate-2, 0.100 g, 0.319 mmol), 4-(5-iodopyrimidin-2-yl)morpholine (Intermediate-5, 0.139 g, 0.470 mmol), TBAF (0.201 g, 0.638 mmol), bis(triphenylphosphine)palladium(II) chloride (0.020 g, 0.028 mmol) and DMSO (3.0 mL). The obtained product was purified with column chromatography on silica gel eluting with 2.0% MeOH:DCM... The solvent is CS(=O)C (DMSO). Yield: 23.0%. Reactants: ClC1=C(C(=CC=C1)F)C=1NC(N(N1)C1=CC=C(C=C1)C#C)=O (5-(2-chloro-6-fluorophenyl)-2-(4-ethynylphenyl)-2,4-dihydro-3H-1,2,4-triazol-3-one), IC=1C=NC(=NC1)N1CCOCC1 (4-(5-iodopyrimidin-2-yl)morpholine), CCCC[N+](CCCC)(CCCC)CCCC.[F-] (TBAF). The product is ClC1=C(C(=CC=C1)F)C1=NN(C(N1)=O)C1=CC=C(C=C1)C#CC=1C=NC(=NC1)N1CCOCC1 (3-(2-Chloro-6-fluorophenyl)-1-(4-((2-morpholinopyrimidin-5-yl)ethynyl)phenyl)-1H-1,2,4-triazol-5 (4H)-one). Reaction SMILES: [Cl:1][C:2]1[CH:7]=[CH:6][CH:5]=[C:4]([F:8])[C:3]=1[C:9]1[NH:10][C:11](=[O:22])[N:12]([C:14]2[CH:19]=[CH:18][C:17]([C:20]#[CH:21])=[CH:16][CH:15]=2)[N:13]=1.I[C:24]1[CH:25]=[N:26][C:27]([N:30]2[CH2:35][CH2:34][O:33][CH2:32][CH2:31]2)=[N:28][CH:29]=1.CCCC[N+](CCCC)(CCCC)CCCC.[F-]>Cl[Pd](Cl)([P](C1C=CC=CC=1)(C1C=CC=CC=1)C1C=CC=CC=1)[P](C1C=CC=CC=1)(C1C=CC=CC=1)C1C=CC=CC=1.CS(C)=O>[Cl:1][C:2]1[CH:7]=[CH:6][CH:5]=[C:4]([F:8])[C:3]=1[C:9]1[NH:10][C:11](=[O:22])[N:12]([C:14]2[CH:19]=[CH:18][C:17]([C:20]#[C:21][C:24]3[CH:25]=[N:26][C:27]([N:30]4[CH2:35][CH2:34][O:33][CH2:32][CH2:31]4)=[N:28][CH:29]=3)=[CH:16][CH:15]=2)[N:13]=1 |f:2.3,^1:56,75|. Reagents/catalysts: Cl[Pd]([P](C1=CC=CC=C1)(C2=CC=CC=C2)C3=CC=CC=C3)([P](C4=CC=CC=C4)(C5=CC=CC=C5)C6=CC=CC=C6)Cl (bis(triphenylphosphine)palladium(II) chloride). The reactants are O=C1N(C(C2=CC=CC=C12)=O)CC(C(=O)OC)C1=CC=C(C=C1)CO[Si](C(C)C)(C(C)C)C(C)C (methyl 3-(1,3-dioxoisoindolin-2-yl)-2-(4-((triisopropylsilyloxy)methyl)phenyl)propanoate), O[Li].O (LiOH.H2O), EtOAc NH4Cl(sat). Solvent: C1CCOC1.O (THF H2O). Conditions: time 1.5 hour. Yields the product C(=O)(O)C(CNC(=O)C1=C(C(=O)O)C=CC=C1)C1=CC=C(C=C1)CO[Si](C(C)C)(C(C)C)C(C)C (2-(2-carboxy-2-(4-((triisopropylsilyloxy)methyl)phenyl)ethylcarbamoyl)benzoic acid). As a reaction SMILES: [O:1]=[C:2]1[C:10]2[C:5](=[CH:6][CH:7]=[CH:8][CH:9]=2)[C:4](=[O:11])[N:3]1[CH2:12][CH:13]([C:18]1[CH:23]=[CH:22][C:21]([CH2:24][O:25][Si:26]([CH:33]([CH3:35])[CH3:34])([CH:30]([CH3:32])[CH3:31])[CH:27]([CH3:29])[CH3:28])=[CH:20][CH:19]=1)[C:14]([O:16]C)=[O:15].[OH:36][Li].O>C1COCC1.O>[C:14]([CH:13]([C:18]1[CH:19]=[CH:20][C:21]([CH2:24][O:25][Si:26]([CH:30]([CH3:32])[CH3:31])([CH:33]([CH3:34])[CH3:35])[CH:27]([CH3:29])[CH3:28])=[CH:22][CH:23]=1)[CH2:12][NH:3][C:2]([C:10]1[CH:9]=[CH:8][CH:7]=[CH:6][C:5]=1[C:4]([OH:11])=[O:36])=[O:1])([OH:16])=[O:15] |f:1.2,3.4|. Procedure details: To methyl 3-(1,3-dioxoisoindolin-2-yl)-2-(4-((triisopropylsilyloxy)methyl)phenyl)propanoate (E134) in THF/H2O was added LiOH.H2O, and the solution was stirred for 1.5 h or until conversion to product was visible by LC-MS. The solution was then poured into EtOAc/NH4Cl(sat)/1 N HCl (3:1) and the aqueous layer was further extracted with EtOAc. The organics were dried (MgSO4), filtered, and evaporated to give crude 2-(2-carboxy-2-(4-((triisopropylsilyloxy)methyl)phenyl)ethylcarbamoyl)benzoic acid (E... The reactants are ClCC=1C=C(C(=O)Cl)C=CC1 (3-chloromethylbenzoylchloride), [NH4+].[OH-] (NH4OH). Run in C(Cl)Cl (CH2Cl2). Yields the product ClCC=1C=C(C(=O)N)C=CC1 (3-chloromethylbenzamide). Isolated yield 81.4%. As a reaction SMILES: [Cl:1][CH2:2][C:3]1[CH:4]=[C:5]([CH:9]=[CH:10][CH:11]=1)[C:6](Cl)=[O:7].[NH4+:12].[OH-]>C(Cl)Cl>[Cl:1][CH2:2][C:3]1[CH:4]=[C:5]([CH:9]=[CH:10][CH:11]=1)[C:6]([NH2:12])=[O:7] |f:1.2|. Procedure: To a solution of 66.50 g (0.352 mol, 1.0 mol-equiv) 3-chloromethylbenzoylchloride in 400 mL CH2Cl2 at 0°-5° C. under argon was added 47.6 mL (0.704, 2.0 mol-equiv) concentrated aqueous NH4OH over 25 min. The resulting slurry was filtered, washed with water and the product was dried overnight at 50° C. under vacuum to provide 48.59 g (81%) of 3-chloromethylbenzamide. Reaction SMILES: [C:11]([CH3:12])([CH3:13])([CH3:14])[NH:15][C:16](=[O:17])[CH:18]1[C:19]2([CH3:20])[CH:21]([CH2:22][CH2:23]1)[CH:24]1[CH2:25][CH:26]=[C:27]3[CH:28]=[C:29]([C:37]#[N:38])[CH2:30][CH2:31][C:32]3([CH3:33])[CH:34]1[CH2:35][CH2:36]2.[C:39]([OH:40])(=[O:42])[CH:43]([OH:41])[CH:44]([C:45]([OH:46])=[O:47])[OH:48].[CH2:2]([Al+:3][CH2:4][CH:5]([CH3:6])[CH3:7])[CH:8]([CH3:9])[CH3:10].[CH3:49][c:50]1[cH:51][cH:52][cH:53][cH:54][cH:55]1.[H-:1]>>[C:11]([CH3:12])([CH3:13])([CH3:14])[NH:15][C:16](=[O:17])[CH:18]1[C:19]2([CH3:20])[CH:21]([CH2:22][CH2:23]1)[CH:24]1[CH2:25][CH:26]=[C:27]3[CH:28]=[C:29]([CH:37]=[O:41])[CH2:30][CH2:31][C:32]3([CH3:33])[CH:34]1[CH2:35][CH2:36]2. Reactants: CC(C)(C)NC(=O)C1CCC2C3CC=C4C=C(C#N)CCC4(C)C3CCC12C, O=C(O)C(O)C(O)C(=O)O, CC(C)C[Al+]CC(C)C, Cc1ccccc1, [H-]. Yields the product CC(C)(C)NC(=O)C1CCC2C3CC=C4C=C(C=O)CCC4(C)C3CCC12C.